This data is from the Open Reaction Database (ORD), a public repository of structured organic reaction records. The task is: describe an organic reaction: reactants, conditions, products, and yield RXN SMILES: F[C:2]1[CH:7]=[CH:6][C:5]([N+:8]([O-:10])=[O:9])=[C:4]([O:11][CH3:12])[CH:3]=1.[NH2:13][CH2:14][C:15]([CH3:18])([OH:17])[CH3:16].CN1CCCC1=O.CCN(C(C)C)C(C)C>O>[CH3:12][O:11][C:4]1[CH:3]=[C:2]([NH:13][CH2:14][C:15]([CH3:18])([OH:17])[CH3:16])[CH:7]=[CH:6][C:5]=1[N+:8]([O-:10])=[O:9]. Run in O (water). Reactants: FC1=CC(=C(C=C1)[N+](=O)[O-])OC (4-fluoro-2-methoxy-1-nitrobenzene), NCC(C)(O)C (1-amino-2-methylpropan-2-ol), CN1C(CCC1)=O (N-methyl-2-pyrrolidinone), CCN(C(C)C)C(C)C (Hunig's base). The product is COC=1C=C(C=CC1[N+](=O)[O-])NCC(C)(O)C (1-(3-methoxy-4-nitrophenylamino)-2-methylpropan-2-ol). Reaction conditions: temperature 80 celsius. Procedure details: A 20 mL reaction vial equipped with a stir bar was charged with 4-fluoro-2-methoxy-1-nitrobenzene (0.5 g, 2.92 mmol), 1-amino-2-methylpropan-2-ol (0.313 g, 3.51 mmol), N-methyl-2-pyrrolidinone (7.3 mL) and Hunig's base (N,N-diisopropylethylamine) (0.76 g, 5.84 mmol). The vessel was sealed and the reaction was heated on a thermal block at 80° C. for 24 hours. The reaction was cooled to ambient temperature, treated with water (40 mL) and extracted with ethyl acetate (3×60 mL). The combined organic...